From a dataset of the Open Reaction Database (ORD), a public repository of structured organic reaction records. describe an organic reaction: reactants, conditions, products, and yield Starting materials: CCOC(C)=O, O=[N+]([O-])c1cccnc1Cl, Cc1ccccc1C(=O)c1ccc(N)cc1Cl, [Na+], O=C([O-])O. Yields the product Cc1ccccc1C(=O)c1ccc(Nc2ncccc2[N+](=O)[O-])cc1Cl. As a reaction SMILES: [CH3:33][CH2:34][O:35][C:36]([CH3:37])=[O:38].[Cl:1][c:2]1[n:3][cH:4][cH:5][cH:6][c:7]1[N+:8](=[O:9])[O-:10].[NH2:11][c:12]1[cH:13][c:14]([Cl:27])[c:15]([C:16](=[O:17])[c:18]2[c:19]([CH3:24])[cH:20][cH:21][cH:22][cH:23]2)[cH:25][cH:26]1.[Na+:32].[O-:28][C:29]([OH:30])=[O:31]>>[c:2]1([NH:11][c:12]2[cH:13][c:14]([Cl:27])[c:15]([C:16](=[O:17])[c:18]3[c:19]([CH3:24])[cH:20][cH:21][cH:22][cH:23]3)[cH:25][cH:26]2)[n:3][cH:4][cH:5][cH:6][c:7]1[N+:8](=[O:9])[O-:10]. Reactants: O=C([O-])[O-], Cc1cc(C#N)cc(C(=O)c2[nH]c(=O)[nH]c(=O)c2C(C)C)c1, ClCc1cc(Cl)nc(Cl)n1, [I-], [K+], [K+], [Li+], CN(C)C=O. Yields the product Cc1cc(C#N)cc(C(=O)c2c(C(C)C)c(=O)[nH]c(=O)n2Cc2cc(Cl)nc(Cl)n2)c1. As a reaction SMILES: [C:33](=[O:34])([O-:35])[O-:36].[CH:1]([CH3:2])([CH3:3])[c:4]1[c:5](=[O:22])[nH:6][c:7](=[O:21])[nH:8][c:9]1[C:10]([c:11]1[cH:12][c:13]([C:18]#[N:19])[cH:14][c:15]([CH3:17])[cH:16]1)=[O:20].[Cl:23][c:24]1[n:25][c:26]([CH2:31][Cl:32])[cH:27][c:28]([Cl:30])[n:29]1.[I-:39].[K+:37].[K+:38].[Li+:40].[O:41]=[CH:42][N:43]([CH3:44])[CH3:45]>>[CH:1]([CH3:2])([CH3:3])[c:4]1[c:5](=[O:22])[nH:6][c:7](=[O:21])[n:8]([CH2:31][c:26]2[n:25][c:24]([Cl:23])[n:29][c:28]([Cl:30])[cH:27]2)[c:9]1[C:10]([c:11]1[cH:12][c:13]([C:18]#[N:19])[cH:14][c:15]([CH3:17])[cH:16]1)=[O:20]. Reactants: FC(C1=CC=C(C(=O)NC2=NN(C=C2NC(OC(C)(C)C)=O)C2=CC=CC=C2)C=C1)(C=1OC(=NN1)C1=C(C=CC=C1)OC)F (tert-butyl {3-[(4-{difluoro[5-(2-methoxyphenyl)-1,3,4-oxadiazol-2-yl]methyl}benzoyl)amino]-1-phenyl-1H-pyrazol-4-yl}carbamate), FC(C(=O)O)(F)F (trifluoroacetic acid). Solvent: C(Cl)Cl (methylene chloride). Run at time 16 hour. The product is NC=1C(=NN(C1)C1=CC=CC=C1)NC(C1=CC=C(C=C1)C(C=1OC(=NN1)C1=C(C=CC=C1)OC)(F)F)=O (N-(4-amino-1-phenyl-1H-pyrazol-3-yl)-4-{difluoro[5-(2-methoxyphenyl)-1,3,4-oxadiazol-2-yl]methyl}benzamide). Reaction SMILES: [F:1][C:2]([F:44])([C:31]1[O:32][C:33]([C:36]2[CH:41]=[CH:40][CH:39]=[CH:38][C:37]=2[O:42][CH3:43])=[N:34][N:35]=1)[C:3]1[CH:30]=[CH:29][C:6]([C:7]([NH:9][C:10]2[C:14]([NH:15]C(=O)OC(C)(C)C)=[CH:13][N:12]([C:23]3[CH:28]=[CH:27][CH:26]=[CH:25][CH:24]=3)[N:11]=2)=[O:8])=[CH:5][CH:4]=1.FC(F)(F)C(O)=O>C(Cl)Cl>[NH2:15][C:14]1[C:10]([NH:9][C:7](=[O:8])[C:6]2[CH:5]=[CH:4][C:3]([C:2]([F:1])([F:44])[C:31]3[O:32][C:33]([C:36]4[CH:41]=[CH:40][CH:39]=[CH:38][C:37]=4[O:42][CH3:43])=[N:34][N:35]=3)=[CH:30][CH:29]=2)=[N:11][N:12]([C:23]2[CH:28]=[CH:27][CH:26]=[CH:25][CH:24]=2)[CH:13]=1. Procedure details: To a solution of tert-butyl {3-[(4-{difluoro[5-(2-methoxyphenyl)-1,3,4-oxadiazol-2-yl]methyl}benzoyl)amino]-1-phenyl-1H-pyrazol-4-yl}carbamate (10 mg) in methylene chloride (2 mL) was added trifluoroacetic acid (1 mL) and the solution was stirred at ambient temperature for 16 hours. The reaction was evaporated to dryness to give N-(4-amino-1-phenyl-1H-pyrazol-3-yl)-4-{difluoro[5-(2-methoxyphenyl)-1,3,4-oxadiazol-2-yl]methyl}benzamide as a yellowish solid. 1H NMR (CD3OD) δ 8.45 (s, 1H), 8.23 (d, ... Reactants: C1C(C)O1 (Propylene oxide), ClC1=CC(=CC=C1)C(F)(F)F (1-chloro-3-(trifluoromethyl)benzene), [Li]CCCC (n-BuLi). Run in C1CCOC1 (THF), CCCCCC (hexane). Reaction conditions: time 1 hour. The product is ClC1=C(C(=CC=C1)C(F)(F)F)CC(C)O (1-[2-Chloro-6-(trifluoromethyl)phenyl]propan-2-ol). As a reaction SMILES: [Cl:1][C:2]1[CH:7]=[CH:6][CH:5]=[C:4]([C:8]([F:11])([F:10])[F:9])[CH:3]=1.[Li]CCCC.[CH2:17]1[O:20][CH:18]1[CH3:19]>C1COCC1.CCCCCC>[Cl:1][C:2]1[CH:7]=[CH:6][CH:5]=[C:4]([C:8]([F:9])([F:10])[F:11])[C:3]=1[CH2:17][CH:18]([OH:20])[CH3:19]. Procedure: To a solution of 1-chloro-3-(trifluoromethyl)benzene (1.0 g, 5.5 mmol) in THF (10.0 mL) was added 2.5 M of n-BuLi in hexane (2.2 mL) at −78° C. and stirred for 1 h. Propylene oxide (370 mg, 6.4 mmol) was added to the reaction mixture at −78° C. and slowly warmed to rt. The reaction mixture was stirred for an additional 30 min. The reaction mixture was quenched with sat. aq. NH4Cl and extracted with EtOAc. The organic layer was washed with brine, dried over anhydrous Na2SO4, and the solvent was r... Starting materials: ClC=1C(=NC=C(C1)C(F)(F)F)C1=CC(=C(C=C1)F)[N+](=O)[O-] (3-chloro-2-(4-fluoro-3-nitrophenyl)-5-trifluoromethylpyridine), [C-]#N.[K+] (potassium cyanide), O (water). Run in CN(C=O)C (dimethylformamide). Reaction conditions: temperature 23 celsius, time 20 hour. Product: ClC=1C(=NC=C(C1)C(F)(F)F)C1=CC(=C(C=C1)C#N)[N+](=O)[O-] (3-Chloro-2-(4-cyano-3-nitrophenyl)-5-trifluoromethylpyridine). As a reaction SMILES: [Cl:1][C:2]1[C:3]([C:12]2[CH:17]=[CH:16][C:15](F)=[C:14]([N+:19]([O-:21])=[O:20])[CH:13]=2)=[N:4][CH:5]=[C:6]([C:8]([F:11])([F:10])[F:9])[CH:7]=1.[C-:22]#[N:23].[K+].O>CN(C)C=O>[Cl:1][C:2]1[C:3]([C:12]2[CH:17]=[CH:16][C:15]([C:22]#[N:23])=[C:14]([N+:19]([O-:21])=[O:20])[CH:13]=2)=[N:4][CH:5]=[C:6]([C:8]([F:11])([F:10])[F:9])[CH:7]=1 |f:1.2|. Procedure details: 5.0 g of 3-chloro-2-(4-fluoro-3-nitrophenyl)-5-trifluoromethylpyridine and 1.5 g of potassium cyanide in 50 ml of dimethylformamide were heated at 50° C. for 4 hours and then stirred at 23° C. for 20 hours. The mixture was then poured into 200 ml of water. The aqueous phase was extracted three times with 100 ml of tertbutyl methyl ether each time. The combined organic phases were washed twice with 50 ml of water each time, dried over sodium sulfate and concentrated. The residue was purified by c... Reactants: NC=1SC(=NN1)C1=CC=CC=C1 (2-amino-5-phenyl-1,3,4-thiadiazole), ClC(C(=O)OCC)C(=O)C (ethyl 2-chloro-acetoacetate). The solvent is polyphosphoric acid. Conditions: temperature 100 celsius, time 2 hour. Yields the product ClC1=C(N=C2N(C1=O)N=C(S2)C2=CC=CC=C2)C (6-chloro-7-methyl-2-phenyl-5H-1,3,4-thiadiazolo[3,2-a]pyrimidine-5-one). Yield: 107.8%. Reaction SMILES: [NH2:1][C:2]1[S:3][C:4]([C:7]2[CH:12]=[CH:11][CH:10]=[CH:9][CH:8]=2)=[N:5][N:6]=1.[Cl:13][CH:14]([C:20]([CH3:22])=O)[C:15](OCC)=[O:16]>>[Cl:13][C:14]1[C:15](=[O:16])[N:6]2[N:5]=[C:4]([C:7]3[CH:12]=[CH:11][CH:10]=[CH:9][CH:8]=3)[S:3][C:2]2=[N:1][C:20]=1[CH3:22]. Procedure details: 2-amino-5-phenyl-1,3,4-thiadiazole (10 g) was reacted with ethyl 2-chloro-acetoacetate (18.6 g) in polyphosphoric acid (100 g) under stirring at 100° C. for 2 hours. After cooling, dilution with ice water and neutralization with 35% NaOH, the precipitate was filtered and washed with water until neutral; crystallization from isopropyl alcohol gave 6-chloro-7-methyl-2-phenyl-5H-1,3,4-thiadiazolo[3,2-a]pyrimidine-5-one (16.9 g), which was reacted with N-bromo-succinimide (10.9 g, added portionwise)... Starting materials: CC1(C(C2CCC1C2)CCC(=O)O)C (3-(3,3-Dimethylnorborn-2-yl)propionic acid). Reagents/catalysts: [Fe] (iron). Conditions: temperature 290 celsius. Product: CC1(C(C2CCC1C2)CCC(CCC2C1CCC(C2(C)C)C1)=O)C (1,5-Di-(3,3-dimethylnorborn-2-yl)-3-pentanone). As a reaction SMILES: [CH3:1][C:2]1([CH3:14])[CH:7]2[CH2:8][CH:4]([CH2:5][CH2:6]2)[CH:3]1[CH2:9][CH2:10][C:11](O)=[O:12]>[Fe]>[CH3:1][C:2]1([CH3:14])[CH:7]2[CH2:8][CH:4]([CH2:5][CH2:6]2)[CH:3]1[CH2:9][CH2:10][C:11](=[O:12])[CH2:10][CH2:9][CH:3]1[C:2]([CH3:14])([CH3:1])[CH:7]2[CH2:8][CH:4]1[CH2:5][CH2:6]2. Reported procedure: 3-(3,3-Dimethylnorborn-2-yl)propionic acid (392 g., 2.0 moles) and iron (hydrogen reduced, 61.5 g., 1.1 moles) is heated for 1.5 hours at 195° C. under a nitrogen atmosphere. After that time, the temperature is increased to 290° C. and maintained at that temperature for 3 hours. The cooled reaction mass was extracted well with ether, filtered through Celite, and the ethereal extracts concentrated under vacuum. The residual oil is distilled under vacuum to leave the product as a liquid, b.p. 172°...